From a dataset of the Open Reaction Database (ORD), a public repository of structured organic reaction records. describe an organic reaction: reactants, conditions, products, and yield Reactants: COC1=CC=C(C=C1)C1=CC=C(C2=C1C=CS2)C=O (4-(4-methoxyphenyl)-1-benzothiophene-7-carbaldehyde), B(Br)(Br)Br (BBr3). Run in C(Cl)Cl (CH2Cl2). Yields the product OC1=CC=C(C=C1)C1=CC=C(C2=C1C=CS2)C=O (4-(4-Hydroxyphenyl)-1-benzothiophene-7-carbaldehyde). Yield: 51.7%. Reaction SMILES: C[O:2][C:3]1[CH:8]=[CH:7][C:6]([C:9]2[C:14]3[CH:15]=[CH:16][S:17][C:13]=3[C:12]([CH:18]=[O:19])=[CH:11][CH:10]=2)=[CH:5][CH:4]=1.B(Br)(Br)Br>C(Cl)Cl>[OH:2][C:3]1[CH:8]=[CH:7][C:6]([C:9]2[C:14]3[CH:15]=[CH:16][S:17][C:13]=3[C:12]([CH:18]=[O:19])=[CH:11][CH:10]=2)=[CH:5][CH:4]=1. Procedure: To a 10 ml round bottom flask a solution of 62.5% pure 4-(4-methoxyphenyl)-1-benzothiophene-7-carbaldehyde (remainder 37.5% 4-(4-methoxyphenyl)-1-benzothiophene-2-carbaldehyde) (102 mg, 0.38 mmol) and CH2Cl2 (2 ml) was cooled to −78° C. Then BBr3 (0.8 ml 1.0 M in CH2Cl2, 0.8 mmol) was added dropwise after which the reaction turned dark red in color. The reaction was allowed to warm to room temperature and after 1 h the reaction was complete by TLC then quenched by pouring into water (15 ml). The...